From a dataset of the Open Reaction Database (ORD), a public repository of structured organic reaction records. describe an organic reaction: reactants, conditions, products, and yield The reactants are NN1C=C(C(C2=CC(=CC=C12)I)=O)C(=O)NCC1=CC=C(C=C1)Cl (1-Amino-N-(4-chlorobenzyl)-6-iodo-4-oxo-1,4-dihydro-3-quinolinecarboxamide), C(C#C)O (Propargyl alcohol). The reagents and catalysts are [Cu]I (copper (I) iodide), C1=CC=C(C=C1)P(C2=CC=CC=C2)C3=CC=CC=C3.C1=CC=C(C=C1)P(C2=CC=CC=C2)C3=CC=CC=C3.Cl[Pd]Cl (bis(triphenylphosphine)palladium (II) chloride). The solvent is C(C)O (ethanol), C(C)NCC (diethylamine). Reaction conditions: time 16 hour. The product is NN1C=C(C(C2=CC(=CC=C12)C#CCO)=O)C(=O)NCC1=CC=C(C=C1)Cl (1-Amino-N-(4-chlorobenzyl)-6(3-hydroxy-1-propynyl)-4-oxo-1,4-dihydro-3-quinolinecarboxamide). As a reaction SMILES: [NH2:1][N:2]1[C:11]2[C:6](=[CH:7][C:8](I)=[CH:9][CH:10]=2)[C:5](=[O:13])[C:4]([C:14]([NH:16][CH2:17][C:18]2[CH:23]=[CH:22][C:21]([Cl:24])=[CH:20][CH:19]=2)=[O:15])=[CH:3]1.[CH2:25]([OH:28])[C:26]#[CH:27]>C(NCC)C.C(O)C.[Cu]I.C1C=CC(P(C2C=CC=CC=2)C2C=CC=CC=2)=CC=1.C1C=CC(P(C2C=CC=CC=2)C2C=CC=CC=2)=CC=1.Cl[Pd]Cl>[NH2:1][N:2]1[C:11]2[C:6](=[CH:7][C:8]([C:27]#[C:26][CH2:25][OH:28])=[CH:9][CH:10]=2)[C:5](=[O:13])[C:4]([C:14]([NH:16][CH2:17][C:18]2[CH:23]=[CH:22][C:21]([Cl:24])=[CH:20][CH:19]=2)=[O:15])=[CH:3]1 |f:5.6.7|. Procedure: 1-Amino-N-(4-chlorobenzyl)-6-iodo-4-oxo-1,4-dihydro-3-quinolinecarboxamide (0.25 g) from Preparation No. 57, copper (I) iodide (32 mg), and bis(triphenylphosphine)palladium (II) chloride (19 mg) are suspended in diethylamine (8 mL). Propargyl alcohol (39 μL) is added and the mixture is allowed to stir at room temperature for 16 h. The mixture is diluted with ethanol and then concentrated in vacuo. The crude solid is triturated with dichloromethane and recrystallized in acetic acid to affording 7...